This data is from the Open Reaction Database (ORD), a public repository of structured organic reaction records. The task is: describe an organic reaction: reactants, conditions, products, and yield Reactants: II (iodine), BrC=1SC=CC1CC(CCCC)CC (2-Bromo-3-(2-Ethyl-hexyl)-thiophene), CN(C)C=O (DMF), [Mg] (magnesium). Solvent: C1CCOC1 (THF), C1CCOC1 (THF). Reaction conditions: time 8 hour. The product is C(C)C(CC1=C(SC=C1)C=O)CCCC (3-(2-Ethyl-hexyl)-thiophene-2-carbaldehyde). The yield is 69.0%. Reaction SMILES: [Mg].II.Br[C:5]1[S:6][CH:7]=[CH:8][C:9]=1[CH2:10][CH:11]([CH2:16][CH3:17])[CH2:12][CH2:13][CH2:14][CH3:15].CN([CH:21]=[O:22])C>C1COCC1>[CH2:16]([CH:11]([CH2:12][CH2:13][CH2:14][CH3:15])[CH2:10][C:9]1[CH:8]=[CH:7][S:6][C:5]=1[CH:21]=[O:22])[CH3:17]. Procedure: To a mixture of magnesium turnings (0.61 g, 25.1 mmol), anhydrous THF (20 mL) and a small amount of iodine in a 300 mL flask, a solution of bromothiophene (9-5), (6.58 g, 23.9 mmol) in anhydrous THF (35 mL) was added slowly at 0° C. under N2. After refluxing for 1 h, the reaction mixture was transferred into a 250 mL flask at room temperature under N2. DMF (3.24 mL, 41.9 mmol) was added dropwise to the reaction mixture. After the mixture was stirred overnight at room temperature, the reaction wa... The reactants are [Al+3], CCCCCCCNC(=O)CCCCO, CCCCCC, [H-], [H-], [H-], [H-], [Li+], [Na+], [Na+], O=S(=O)([O-])[O-], C1CCOC1. Yields the product CCCCCCCNCCCCCO. RXN SMILES: [Al+3:2].[CH2:7]([CH2:8][CH2:9][CH2:10][CH2:11][CH2:12][CH3:13])[NH:14][C:15]([CH2:16][CH2:17][CH2:18][CH2:19][OH:20])=[O:21].[CH3:29][CH2:30][CH2:31][CH2:32][CH2:33][CH3:34].[H-:1].[H-:4].[H-:5].[H-:6].[Li+:3].[Na+:22].[Na+:23].[O-:24][S:25](=[O:26])(=[O:27])[O-:28].[O:35]1[CH2:36][CH2:37][CH2:38][CH2:39]1>>[CH2:7]([CH2:8][CH2:9][CH2:10][CH2:11][CH2:12][CH3:13])[NH:14][CH2:15][CH2:16][CH2:17][CH2:18][CH2:19][OH:20]. Reactants: ClC1=NC(=NC(=C1N)Cl)SCCC (4,6-dichloro-2-(propylthio)pyrimidin-5-amine), C([C@H](O)[C@@H](O)C(=O)O)(=O)O.N[C@@H]1C[C@@H]([C@@H]2[C@H]1OC(O2)(C)C)OCCO (2-(((3aR,4S,6R,6aS)-6-amino-2,2-dimethyltetrahydro-3aH-cyclopenta[d][1,3]dioxol-4-yl)oxy)ethanol L-tartaric acid salt), C([O-])(O)=O.[Na+] (sodium bicarbonate). Run in CCCCCC (n-hexane), O (water), C(C)(=O)OCC (ethyl acetate), O (water). Conditions: temperature 100 celsius, time 7 hour. The product is NC=1C(=NC(=NC1Cl)SCCC)N[C@@H]1C[C@@H]([C@@H]2[C@H]1OC(O2)(C)C)OCCO (2-(((3aR,4S,6R,6aS)-6-((5-Amino-6-Chloro-2-(Propylthio)Pyrimidin-4-Yl)Amino)-2,2-Dimethyltetrahydro-3aH-Cyclopenta[d][1,3]Dioxol-4-Yl)Oxy)Ethanol). Isolated yield 95.0%. As a reaction SMILES: Cl[C:2]1[C:7]([NH2:8])=[C:6]([Cl:9])[N:5]=[C:4]([S:10][CH2:11][CH2:12][CH3:13])[N:3]=1.C(O)(=O)[C@@H]([C@H](C(O)=O)O)O.[NH2:24][C@H:25]1[C@@H:29]2[O:30][C:31]([CH3:34])([CH3:33])[O:32][C@@H:28]2[C@@H:27]([O:35][CH2:36][CH2:37][OH:38])[CH2:26]1.C(=O)(O)[O-].[Na+]>CCCCCC.O.C(OCC)(=O)C>[NH2:8][C:7]1[C:2]([NH:24][C@H:25]2[C@@H:29]3[O:30][C:31]([CH3:33])([CH3:34])[O:32][C@@H:28]3[C@@H:27]([O:35][CH2:36][CH2:37][OH:38])[CH2:26]2)=[N:3][C:4]([S:10][CH2:11][CH2:12][CH3:13])=[N:5][C:6]=1[Cl:9] |f:1.2,3.4|. Reported procedure: A flask was charged with 4,6-dichloro-2-(propylthio)pyrimidin-5-amine (25 g), 2-(((3aR,4S,6R,6aS)-6-amino-2,2-dimethyltetrahydro-3aH-cyclopenta[d][1,3]dioxol-4-yl)oxy)ethanol L-tartaric acid salt (42.5 g), water (75 mL) and sodium bicarbonate (53 g). The mixture was heated to about 100° C. and maintained at the same temperature for about 14 hours and completion of the reaction was monitored by TLC. After completion of reaction, the mixture was cooled to 60° C. followed by addition of ethyl aceta... Reactants: CCOC(=O)c1cncc(C(=O)NC(C)c2ccccc2)c1, CI, CC(C)=O. The product is CCOC(=O)c1cc(C(=O)NC(C)c2ccccc2)c[n+](C)c1, [I-]. Reaction SMILES: [C:1](=[O:2])([O:3][CH2:4][CH3:5])[c:6]1[cH:7][c:8]([C:12]([NH:13][CH:14]([CH3:15])[c:16]2[cH:17][cH:18][cH:19][cH:20][cH:21]2)=[O:22])[cH:9][n:10][cH:11]1.[CH3:23][I:24].[CH3:25][C:26](=[O:27])[CH3:28]>>[C:1](=[O:2])([O:3][CH2:4][CH3:5])[c:6]1[cH:7][c:8]([C:12]([NH:13][CH:14]([CH3:15])[c:16]2[cH:17][cH:18][cH:19][cH:20][cH:21]2)=[O:22])[cH:9][n+:10]([CH3:23])[cH:11]1.[I-:24].